Dataset: the Open Reaction Database (ORD), a public repository of structured organic reaction records. Task: describe an organic reaction: reactants, conditions, products, and yield Reactants: ClC(F)F (chlorodifluoromethane), [OH-].[Na+] (sodium hydroxide), ClC1=C(CC2=CC(N(N2)C)=O)C=CC=C1Cl (5-(2,3-dichlorobenzyl)-1,2-dihydro-2-methyl-3H-pyrazol-3-one). The solvent is O (water), O1CCOCC1 (dioxane). Product: ClC1=C(CC2=CC(N(N2C(F)F)C)=O)C=CC=C1Cl (5-(2,3-Dichlorobenzyl)-1-difluoromethyl-1,2-dihydro-2-methyl-3H-pyrazol-3-one). As a reaction SMILES: [OH-].[Na+].[Cl:3][C:4]1[C:17]([Cl:18])=[CH:16][CH:15]=[CH:14][C:5]=1[CH2:6][C:7]1[NH:11][N:10]([CH3:12])[C:9](=[O:13])[CH:8]=1.Cl[CH:20]([F:22])[F:21]>O.O1CCOCC1>[Cl:3][C:4]1[C:17]([Cl:18])=[CH:16][CH:15]=[CH:14][C:5]=1[CH2:6][C:7]1[N:11]([CH:20]([F:22])[F:21])[N:10]([CH3:12])[C:9](=[O:13])[CH:8]=1 |f:0.1|. Reported procedure: A solution of 19 g (0.48 mol) of sodium hydroxide in 165 ml of water was added to a solution of 24.5 g (95.3 mmol) of 5-(2,3-dichlorobenzyl)-1,2-dihydro-2-methyl-3H-pyrazol-3-one in 200 ml of dioxane. The mixture was subsequently heated to 60—65° C. and gaseous chlorodifluoromethane was passed through until the starting material had been completely consumed (after about 2 hours). The reaction mixture was then poured into 500 ml of water. The product was extracted with methyl tert-butyl ether. Th... The reactants are CC(C)Oc1cnc(Br)cn1, O=C([O-])[O-], CN(C)CC(=O)O, Cl, [Cs+], [Cs+], I[Cu]I, C1COCCO1, CC(=O)NC(C)CCc1ccc(O)cc1. Yields the product CC(=O)NC(C)CCc1ccc(Oc2cnc(OC(C)C)cn2)cc1. As a reaction SMILES: [Br:1][c:2]1[n:3][cH:4][c:5]([O:8][CH:9]([CH3:10])[CH3:11])[n:6][cH:7]1.[C:27](=[O:28])([O-:29])[O-:30].[CH3:34][N:35]([CH3:36])[CH2:37][C:38]([OH:39])=[O:40].[ClH:33].[Cs+:31].[Cs+:32].[Cu:47]([I:48])[I:49].[O:41]1[CH2:42][CH2:43][O:44][CH2:45][CH2:46]1.[OH:12][c:13]1[cH:14][cH:15][c:16]([CH2:19][CH2:20][CH:21]([CH3:22])[NH:23][C:24]([CH3:25])=[O:26])[cH:17][cH:18]1>>[c:2]1([O:12][c:13]2[cH:14][cH:15][c:16]([CH2:19][CH2:20][CH:21]([CH3:22])[NH:23][C:24]([CH3:25])=[O:26])[cH:17][cH:18]2)[n:3][cH:4][c:5]([O:8][CH:9]([CH3:10])[CH3:11])[n:6][cH:7]1. Reactants: C1COCCO1, CCc1ccc(CC(N)C(=O)N(C)C(C)C(O)c2ccccc2)cc1CC, O. The product is CCc1ccc(CC(N)C(=O)O)cc1CC. As a reaction SMILES: [CH2:29]1[O:30][CH2:31][CH2:32][O:33][CH2:34]1.[NH2:1][CH:2]([C:3](=[O:4])[N:5]([CH:6]([CH3:7])[CH:8]([OH:9])[c:10]1[cH:11][cH:12][cH:13][cH:14][cH:15]1)[CH3:16])[CH2:17][c:18]1[cH:19][c:20]([CH2:26][CH3:27])[c:21]([CH2:24][CH3:25])[cH:22][cH:23]1.[OH2:28]>>[NH2:1][CH:2]([C:3]([OH:4])=[O:28])[CH2:17][c:18]1[cH:19][c:20]([CH2:26][CH3:27])[c:21]([CH2:24][CH3:25])[cH:22][cH:23]1. Starting materials: COC=1C=C2C=CC(=CC2=CC1)C(=O)O (6-methoxynaphthalene-2-carboxylic acid), COC=1C=C2C=CC(=CC2=CC1)C(=O)O (6-methoxynaphthalene-2-carboxylic acid), [N-]=[N+]=[N-].[Na+] (sodium azide), polyphosphoric acid. Run in C(C)(=O)OCC (ethyl acetate). Reaction conditions: temperature 40 celsius, time 12 hour. Product: COC=1C=C2C=CC(=CC2=CC1)N (6-methoxy-2-naphthylamine). As a reaction SMILES: [CH3:1][O:2][C:3]1[CH:4]=[C:5]2[C:10](=[CH:11][CH:12]=1)[CH:9]=[C:8](C(O)=O)[CH:7]=[CH:6]2.[N-:16]=[N+]=[N-].[Na+]>C(OCC)(=O)C>[CH3:1][O:2][C:3]1[CH:4]=[C:5]2[C:10](=[CH:11][CH:12]=1)[CH:9]=[C:8]([NH2:16])[CH:7]=[CH:6]2 |f:1.2|. Reported procedure: To a 50 ml two-necked flask, 1.0 g (3.5 mmol) of 6-methoxynaphthalene-2-carboxylic acid (Compound 1), 2.28 g (35.0 mmol) of sodium azide and 15.0 g of polyphosphoric acid (PPA) were added, and the mixture was stirred at 40° C. for 12 hours. To the resulting mixture, 100 g of ethyl acetate was added and the obtained mixture was washed with saturated aqueous sodium hydrogen carbonate, followed by drying the product over anhydrous sodium sulfate. The solvent was evaporated under reduced pressure an... The reactants are C, CO, CCO, CCCc1nc(C(O)c2ccc([N+](=O)[O-])cc2)c[nH]1, [Pd]. Yields the product CCCc1nc(C(O)c2ccc(N)cc2)c[nH]1. Reaction SMILES: [C:25].[CH3:20][OH:21].[CH3:22][CH2:23][OH:24].[N+:1]([O-:2])(=[O:3])[c:4]1[cH:5][cH:6][c:7]([CH:10]([OH:11])[c:12]2[n:13][c:14]([CH2:17][CH2:18][CH3:19])[nH:15][cH:16]2)[cH:8][cH:9]1.[Pd:26]>>[NH2:1][c:4]1[cH:5][cH:6][c:7]([CH:10]([OH:11])[c:12]2[n:13][c:14]([CH2:17][CH2:18][CH3:19])[nH:15][cH:16]2)[cH:8][cH:9]1. Reactants: COc1ccc(C(=C(C#N)CCC(=O)O)c2ccc(OC)cc2)cc1, Cl, [Na+], [OH-], OCCO. Yields the product COc1ccc(C(=C(CCC(=O)O)C(N)=O)c2ccc(OC)cc2)cc1. Reaction SMILES: [C:1](#[N:2])[C:3]([CH2:4][CH2:5][C:6](=[O:7])[OH:8])=[C:9]([c:10]1[cH:11][cH:12][c:13]([O:16][CH3:17])[cH:14][cH:15]1)[c:18]1[cH:19][cH:20][c:21]([O:24][CH3:25])[cH:22][cH:23]1.[ClH:28].[Na+:27].[OH-:26].[OH:29][CH2:30][CH2:31][OH:32]>>[C:1]([NH2:2])([C:3]([CH2:4][CH2:5][C:6](=[O:7])[OH:8])=[C:9]([c:10]1[cH:11][cH:12][c:13]([O:16][CH3:17])[cH:14][cH:15]1)[c:18]1[cH:19][cH:20][c:21]([O:24][CH3:25])[cH:22][cH:23]1)=[O:26]. Starting materials: [Na] (mono sodium), [N+](=O)([O-])C=1C(=C(C=C(C(=O)O)C1)S(=O)O)SC1=CC=CC=C1 (5-nitro-4-phenylthio3-sulfinobenzoic acid), CC1=CC=C(C=C1)SC1=C(C=C(C(=O)O)C=C1[N+](=O)[O-])S(=O)O (4-(p-methylphenylthio)-5-nitro-3-sulfinobenzoic acid), [Na] (mono sodium). Product: NC=1C(=C(C=C(C(=O)O)C1)S)SC1=CC=C(C=C1)C (5-amino-3-mercapto-4-(p-methylphenylthio)benzoic acid). Reaction SMILES: [Na].[CH3:2][C:3]1[CH:8]=[CH:7][C:6]([S:9][C:10]2[C:18]([N+:19]([O-])=O)=[CH:17][C:13]([C:14]([OH:16])=[O:15])=[CH:12][C:11]=2[S:22](O)=O)=[CH:5][CH:4]=1.[N+](C1C(SC2C=CC=CC=2)=C(S(O)=O)C=C(C=1)C(O)=O)([O-])=O>>[NH2:19][C:18]1[C:10]([S:9][C:6]2[CH:7]=[CH:8][C:3]([CH3:2])=[CH:4][CH:5]=2)=[C:11]([SH:22])[CH:12]=[C:13]([CH:17]=1)[C:14]([OH:16])=[O:15] |^1:0|. Procedure details: By replacing in Example 11, step B, the mono sodium salt of 4-(p-methylphenylthio)-5-nitro-3-sulfinobenzoic acid for the mono sodium salt of 5-nitro-4-phenylthio3-sulfinobenzoic acid and following the procedure described, 5-amino-3-mercapto-4-(p-methylphenylthio)benzoic acid is obtained with a melting poinr of 178° - 182°C.